Dataset: the Open Reaction Database (ORD), a public repository of structured organic reaction records. Task: describe an organic reaction: reactants, conditions, products, and yield The reactants are O1C(=CC=C1)P(C=1OC=CC1)C=1OC=CC1 (tri-2-furylphosphine), C(CCC)[Sn](C=1N2C(SC1)=CN=C2)(CCCC)CCCC (3-(tri-n-butylstannyl)imidazo[5,1-b]thiazole), O[C@H](C)[C@@H]1[C@@H]2N([C@H](C([C@@H]2C)=O)C(=O)OCC2=CC=C(C=C2)[N+](=O)[O-])C1=O (4-nitrobenzyl (1R,3R,5R,6S)-6-((1R)-1-hydroxyethyl)-1-methyl-2-oxo-1-carbapenam-3-carboxylate), C(C)(C)N(C(C)C)CC (N,N-diisopropylethylamine), FC(S(=O)(=O)O)(F)F (trifluoromethanesulfonic acid). Reagents/catalysts: [Cl-].[Zn+2].[Cl-] (zinc chloride), C=1C=CC(=CC1)/C=C/C(=O)/C=C/C2=CC=CC=C2.C=1C=CC(=CC1)/C=C/C(=O)/C=C/C2=CC=CC=C2.C=1C=CC(=CC1)/C=C/C(=O)/C=C/C2=CC=CC=C2.[Pd].[Pd] (tris(dibenzylideneacetone)dipalladium). The solvent is C(C)(=O)OCC (ethyl acetate), O (water), CN1C(CCC1)=O (N-methylpyrrolidinone), CN1C(CCC1)=O (N-methylpyrrolidinone), C(C)(=O)OCC (ethyl acetate), C(C)#N (acetonitrile). Reaction conditions: time 30 minute. Product: O[C@H](C)[C@@H]1[C@@H]2N(C(=C([C@@H]2C)C=2N3C(SC2)=CN=C3)C(=O)OCC3=CC=C(C=C3)[N+](=O)[O-])C1=O (4-nitrobenzyl (1S,5R,6S)-6-((1R)-1-hydroxyethyl)-2-(imidazo[5,1-b]thiazol-3-yl)-1-methyl-1-carbapen-2-em-3-carboxylate). Isolated yield 35.4%. As a reaction SMILES: [OH:1][C@@H:2]([C@H:4]1[C:25](=[O:26])[N:6]2[C@@H:7]([C:12]([O:14][CH2:15][C:16]3[CH:21]=[CH:20][C:19]([N+:22]([O-:24])=[O:23])=[CH:18][CH:17]=3)=[O:13])[C:8](=O)[C@H:9]([CH3:10])[C@H:5]12)[CH3:3].C(N(CC)C(C)C)(C)C.FC(F)(F)S(O)(=O)=O.O1C=CC=C1P(C1OC=CC=1)C1OC=CC=1.C([Sn](CCCC)(CCCC)[C:65]1[N:66]2[CH:72]=[N:71][CH:70]=[C:67]2[S:68][CH:69]=1)CCC>C(#N)C.C(OCC)(=O)C.CN1CCCC1=O.O.[Cl-].[Zn+2].[Cl-].C1C=CC(/C=C/C(/C=C/C2C=CC=CC=2)=O)=CC=1.C1C=CC(/C=C/C(/C=C/C2C=CC=CC=2)=O)=CC=1.C1C=CC(/C=C/C(/C=C/C2C=CC=CC=2)=O)=CC=1.[Pd].[Pd]>[OH:1][C@@H:2]([C@H:4]1[C:25](=[O:26])[N:6]2[C:7]([C:12]([O:14][CH2:15][C:16]3[CH:17]=[CH:18][C:19]([N+:22]([O-:24])=[O:23])=[CH:20][CH:21]=3)=[O:13])=[C:8]([C:65]3[N:66]4[CH:72]=[N:71][CH:70]=[C:67]4[S:68][CH:69]=3)[C@H:9]([CH3:10])[C@H:5]12)[CH3:3] |f:9.10.11,12.13.14.15.16|. Procedure: To a solution of 491 mg of 4-nitrobenzyl (1R,3R,5R,6S)-6-((1R)-1-hydroxyethyl)-1-methyl-2-oxo-1-carbapenam-3-carboxylate in 12 ml of dry acetonitrile was added dropwise 0.59 ml of N,N-diisopropylethylamine followed by 0.227 ml of anhydrous trifluoromethanesulfonic acid under the atmosphere of argon at −15° C. After the reaction mixture was stirred at the same temperature for 30 minutes, it was diluted with 40 ml of ethyl acetate and washed sequentially with semi-saturated aqueous saline, a mixed... The reactants are polyphosphoric acid, C(C1=CC=CC=C1)(=O)O (benzoic acid), FC=1C=C(N)C=CC1 (3-fluoroaniline). Run at temperature 220 celsius, time 1 hour. Yields the product NC1=CC(=C(C(=O)C2=CC=CC=C2)C=C1)F (4-amino-2-fluorobenzophenone). The yield is 71.2%. Reaction SMILES: [C:1]([OH:9])(=O)[C:2]1[CH:7]=[CH:6][CH:5]=[CH:4][CH:3]=1.[F:10][C:11]1[CH:12]=[C:13]([CH:15]=[CH:16][CH:17]=1)[NH2:14]>>[NH2:14][C:13]1[CH:15]=[CH:16][C:17]([C:1]([C:2]2[CH:3]=[CH:4][CH:5]=[CH:6][CH:7]=2)=[O:9])=[C:11]([F:10])[CH:12]=1. Procedure: To stirred 90° C. polyphosphoric acid (150 g) was added 18.32 g (15.0 mmol) of benzoic acid and 8.33 g (7.5 mmol) of 3-fluoroaniline and the bath temperature raised to 220° C. and held there for 1 hour. A solution was obtained at about 130° C. The heating bath was removed and the stirred mixture (sublimate above the solution) was treated cautiously with 60 mL of water. The mixture was stirred at 140°-155° C. for 1 hour, the heating bath removed, 50 mL of 3N HCl added, the mixture poured into 750... Reactants: NC(C(=O)O)CCCCCCCC (2-Aminodecanoic acid), [OH-].[Na+] (sodium hydroxide), ice water, S(=O)(Cl)Cl (thionyl chloride), C(C)O (ethanol). Reaction conditions: time 2 hour. The product is NC(C(=O)OCC)CCCCCCCC (ethyl 2-aminodecanoate). The yield is 75.0%. Reaction SMILES: [NH2:1][CH:2]([CH2:6][CH2:7][CH2:8][CH2:9][CH2:10][CH2:11][CH2:12][CH3:13])[C:3]([OH:5])=[O:4].S(Cl)(Cl)=O.[OH-].[Na+].[CH2:20](O)[CH3:21]>>[NH2:1][CH:2]([CH2:6][CH2:7][CH2:8][CH2:9][CH2:10][CH2:11][CH2:12][CH3:13])[C:3]([O:5][CH2:20][CH3:21])=[O:4] |f:2.3|. Procedure: 2-Aminodecanoic acid (J. Am. Chem. Soc., 1946, 68, 450) (16.0 g) was added in portions to a cooled (-10° C.) mixture of absolute ethanol (70 ml) and thionyl chloride (6 ml) with stirring. The resulting solution was set aside for 2 hours, at room temperature, refluxed for 1 hour, cooled, poured into ice-water, and the pH of the solution was adjusted to 9 with aqueous sodium hydroxide. The mixture was extracted with ether, the extract was dried, concentrated, then distilled, giving ethyl 2-aminode... Starting materials: C1(CC1)N(C(OC(C)(C)C)=O)CC=1C=C(C=C2C=CC=NC12)C=O (1,1-dimethylethyl cyclopropyl[(6-formyl-8-quinolinyl)methyl]carbamate), COC(C=P(C1=CC=CC=C1)(C1=CC=CC=C1)C1=CC=CC=C1)=O (methyl(triphenylphosphoranylidene)acetate), ClCCl (dichloromethane). The product is C1(CC1)N(C(=O)OC(C)(C)C)CC=1C=C(C=C2C=CC=NC12)C=CC(=O)OC (Methyl 3-{8-[(cyclopropyl{[(1,1-dimethylethyl)oxy]carbonyl}amino)methyl]-6-quinolinyl}-2-propenoate). RXN SMILES: [CH:1]1([N:4]([CH2:12][C:13]2[CH:14]=[C:15](C=O)[CH:16]=[C:17]3[C:22]=2[N:21]=[CH:20][CH:19]=[CH:18]3)[C:5](=[O:11])[O:6][C:7]([CH3:10])([CH3:9])[CH3:8])[CH2:3][CH2:2]1.[CH3:25][O:26][C:27](=[O:48])[CH:28]=P(C1C=CC=CC=1)(C1C=CC=CC=1)C1C=CC=CC=1.Cl[CH2:50]Cl>>[CH:1]1([N:4]([CH2:12][C:13]2[CH:14]=[C:15]([CH:50]=[CH:28][C:27]([O:26][CH3:25])=[O:48])[CH:16]=[C:17]3[C:22]=2[N:21]=[CH:20][CH:19]=[CH:18]3)[C:5]([O:6][C:7]([CH3:10])([CH3:8])[CH3:9])=[O:11])[CH2:3][CH2:2]1. Procedure: To a solution of 1,1-dimethylethyl cyclopropyl[(6-formyl-8-quinolinyl)methyl]carbamate (1 eq.) from the previous step in dichloromethane (0.06 M) was added methyl(triphenylphosphoranylidene)acetate (1.1 eq.) at 0° C. The resulting solution was then allowed to warm slowly to RT over 4 h. The volatiles were then removed in vacuo. Purification of the crude product thus obtained by way of flash chromatography (SiO2, 9:1 (v/v) Hex:EtOAc→3:7 (v/v) Hex:EtOAc) afforded the title compound as a white soli... Procedure: 4-Hexadecanyl phosphate (3.13 g, 0.0097 mol) was dissolved in ethanol (150 ml). NaOH (0.37 g, 0.0092 mol) was added and the mixture was stirred for 48 hrs and then evaporated. Ethanol (2×150 ml) was added and evaporated. Ether (2×100 ml) was added and evaporated. The obtained solid was triturated with acetone (100 ml) and dried under 1 mm. Hg atmosphere overnight. 2.98 g of final product was obtained. Yield 87%. Reaction SMILES: [P:1]([O-:21])([O-:20])([O:3][CH:4]([CH2:8][CH2:9][CH2:10][CH2:11][CH2:12][CH2:13][CH2:14][CH2:15][CH2:16][CH2:17][CH2:18][CH3:19])[CH2:5][CH2:6][CH3:7])=[O:2].[OH-].[Na+:23]>C(O)C>[P:1]([OH:21])([OH:20])([OH:3])=[O:2].[CH3:7][CH2:6][CH2:5][CH:4]([Na:23])[CH2:8][CH2:9][CH2:10][CH2:11][CH2:12][CH2:13][CH2:14][CH2:15][CH2:16][CH2:17][CH2:18][CH3:19] |f:1.2,4.5|. The product is P(=O)(O)(O)O.CCCC(CCCCCCCCCCCC)[Na] (4-Hexadecanyl Monosodium Phosphate). Isolated yield 93.5%. The reactants are P(=O)(OC(CCC)CCCCCCCCCCCC)([O-])[O-] (4-Hexadecanyl phosphate), [OH-].[Na+] (NaOH). Conditions: time 48 hour. Run in C(C)O (ethanol). Starting materials: O=c1[nH]nc(Cl)c2cc(Br)ccc12, Cc1ccc(CN)cc1C, CC(C)(C)[O-], CCOC(C)=O, [Na+], O=C(C=Cc1ccccc1)C=Cc1ccccc1, O=C(C=Cc1ccccc1)C=Cc1ccccc1, O=C(C=Cc1ccccc1)C=Cc1ccccc1, [Pd], [Pd]. The product is Cc1ccc(CNc2ccc3c(=O)[nH]nc(Cl)c3c2)cc1C. Reaction SMILES: [Br:1][c:2]1[cH:3][c:4]2[c:5]([Cl:13])[n:6][nH:7][c:8](=[O:12])[c:9]2[cH:10][cH:11]1.[CH3:14][c:15]1[cH:16][c:17]([CH2:18][NH2:19])[cH:20][cH:21][c:22]1[CH3:23].[CH3:24][C:25]([CH3:26])([O-:27])[CH3:28].[CH3:30][CH2:31][O:32][C:33]([CH3:34])=[O:35].[Na+:29].[O:38]=[C:39]([CH:40]=[CH:41][c:42]1[cH:43][cH:44][cH:45][cH:46][cH:47]1)[CH:48]=[CH:49][c:50]1[cH:51][cH:52][cH:53][cH:54][cH:55]1.[O:56]=[C:57]([CH:58]=[CH:59][c:60]1[cH:61][cH:62][cH:63][cH:64][cH:65]1)[CH:66]=[CH:67][c:68]1[cH:69][cH:70][cH:71][cH:72][cH:73]1.[O:74]=[C:75]([CH:76]=[CH:77][c:78]1[cH:79][cH:80][cH:81][cH:82][cH:83]1)[CH:84]=[CH:85][c:86]1[cH:87][cH:88][cH:89][cH:90][cH:91]1.[Pd:36].[Pd:37]>>[c:2]1([NH:19][CH2:18][c:17]2[cH:16][c:15]([CH3:14])[c:22]([CH3:23])[cH:21][cH:20]2)[cH:3][c:4]2[c:5]([Cl:13])[n:6][nH:7][c:8](=[O:12])[c:9]2[cH:10][cH:11]1. Reagents/catalysts: N(=NC(C#N)(C)C)C(C#N)(C)C (azo(bisisobutyronitrile)). RXN SMILES: [CH3:1][C:2]1[CH:7]=[CH:6][C:5]([C:8]2[CH:13]=[CH:12][CH:11]=[CH:10][C:9]=2[C:14]2[N:18]([C:19]3[CH:24]=[CH:23][C:22]([N+:25]([O-:27])=[O:26])=[CH:21][CH:20]=3)[N:17]=[N:16][N:15]=2)=[CH:4][CH:3]=1.[Br:28]N1C(=O)CCC1=O>CC(Cl)(Cl)Cl.N(C(C)(C)C#N)=NC(C)(C)C#N>[Br:28][CH2:1][C:2]1[CH:3]=[CH:4][C:5]([C:8]2[CH:13]=[CH:12][CH:11]=[CH:10][C:9]=2[C:14]2[N:18]([C:19]3[CH:24]=[CH:23][C:22]([N+:25]([O-:27])=[O:26])=[CH:21][CH:20]=3)[N:17]=[N:16][N:15]=2)=[CH:6][CH:7]=1. Starting materials: CC1=CC=C(C=C1)C1=C(C=CC=C1)C1=NN=NN1C1=CC=C(C=C1)[N+](=O)[O-] (5-(4'-methylbiphenyl-2-yl)-1-(4-nitrophenyl)-1H-tetrazole), BrN1C(CCC1=O)=O (N-bromosuccinimide). Solvent: CC(Cl)(Cl)Cl (methyl chloroform). The product is BrCC1=CC=C(C=C1)C1=C(C=CC=C1)C1=NN=NN1C1=CC=C(C=C1)[N+](=O)[O-] (5-(4'-bromomethylbiphenyl-2-yl)-1-(4-nitrophenyl)-1H-tetrazole). Yield: 79.7%. Reported procedure: A mixture of compound D (8.0 g; 21 mmol), N-bromosuccinimide (4.53 g; 25 mmol) and azo(bisisobutyronitrile) (73 mg) in methyl chloroform (50 ml) was heated at reflux for 4 hours. The mixture was cooled to ambient temperature, washed with water (3×50 ml), and the suspended solid collected by filtration to give 5-(4'-bromomethylbiphenyl-2-yl)-1-(4-nitrophenyl)-1H-tetrazole (E) (7.3 g), m.p 192°-195° C.; NMR (CDCl3): 4.4(2H, s), 6.52(2H, d), 6.85(2H, d), 7.07(2H, d), 7.4(1H, d), 7.7(2H, m), 7.9(1H,...